describe an organic reaction: reactants, conditions, products, and yield From a dataset of the Open Reaction Database (ORD), a public repository of structured organic reaction records. Starting materials: CC1(C(N(CC1=NO)[C@H](C)C1=CC=CC=C1)=O)C (3,3-dimethyl-4-hydroxyimino-1-[1-(R)-phenylethyl]-pyrrolidin-2-one). Reagents/catalysts: [Ni] (Raney-nickel). Solvent: CO (methanol). Conditions: time 16 hour. Product: NC1C(C(N(C1)C(C)C1=CC=CC=C1)=O)(C)C (4-Amino-3,3-dimethyl-1-[1-phenylethyl]-pyrrolidin-2-one). Isolated yield 123.6%. Reaction SMILES: [CH3:1][C:2]1([CH3:18])[C:6](=[N:7]O)[CH2:5][N:4]([C@@H:9]([C:11]2[CH:16]=[CH:15][CH:14]=[CH:13][CH:12]=2)[CH3:10])[C:3]1=[O:17]>CO.[Ni]>[NH2:7][CH:6]1[CH2:5][N:4]([CH:9]([C:11]2[CH:16]=[CH:15][CH:14]=[CH:13][CH:12]=2)[CH3:10])[C:3](=[O:17])[C:2]1([CH3:1])[CH3:18]. Reported procedure: To a solution of 8.75 g of 3,3-dimethyl-4-hydroxyimino-1-[1-(R)-phenylethyl]-pyrrolidin-2-one in 300 ml of methanol there was added 20 ml of Raney-nickel, and reduction was carried out under a hydrogen atmosphere at room temperature for 16 hr (H2 pressure: 1 atm). The catalyst was removed by filtration and the solvent of the filtrate was removed under reduced pressure. The residue was purified through column chromatography using a column filled with 300 g of silica gel. From a fraction eluted wi... Product: O=C1C2CCC(C1)C2C2=NC=1N(C(N(C(C1N2)=O)CCC)=O)CCC (8-(2-Oxo-bicyclo[2.2.1]hept-7-yl)-1,3-dipropyl-3,7-dihydro-purine-2,6-dione). Starting materials: O=C1C2CCC(C1)C2C(=O)O (2-Oxo-bicyclo[2.2.1]heptane-7-carboxylic acid), C(CC)N1C(=O)N(C(=O)C(=C1N)N)CCC (1,3-Dipropyl-5,6-diaminouracil), Cl (HCl). Reported procedure: 2-Oxo-bicyclo[2.2.1]heptane-7-carboxylic acid (308 mg) was couple to 1,3-Dipropyl-5,6-diaminouracil.HCl (576 mg) and cyclized using the procedures from Example 1. Yield: 320 mg. Mass (ES+ 345). As a reaction SMILES: [O:1]=[C:2]1[CH2:7][CH:6]2[CH:8]([C:9](O)=O)[CH:3]1[CH2:4][CH2:5]2.[CH2:12]([N:15]1[C:22]([NH2:23])=[C:21]([NH2:24])[C:19](=[O:20])[N:18]([CH2:25][CH2:26][CH3:27])[C:16]1=[O:17])[CH2:13][CH3:14].Cl>>[O:1]=[C:2]1[CH2:7][CH:6]2[CH:8]([C:9]3[NH:24][C:21]4[C:19](=[O:20])[N:18]([CH2:25][CH2:26][CH3:27])[C:16](=[O:17])[N:15]([CH2:12][CH2:13][CH3:14])[C:22]=4[N:23]=3)[CH:3]1[CH2:4][CH2:5]2. Starting materials: Intermediate 271H, C(CCC)N(C(=O)C=1N=C(N(C1)C)C1=C(C(=O)O)C=C(C=C1)C(=O)OC)CCCC (2-(4-(dibutylcarbamoyl)-1-methyl-1H-imidazol-2-yl)-5-(methoxycarbonyl)benzoic acid), C(CCC)N(C(=O)C=1N=C(N(C1)C)C1=C(C(=O)O)C=C(C=C1)C(=O)OC)CCCC (2-(4-(dibutylcarbamoyl)-1-methyl-1H-imidazol-2-yl)-5-(methoxycarbonyl)benzoic acid), [Si](C)(C)(C(C)(C)C)OC[C@H]1NCC2=CC=CC=C2C1 ((S)-3-((tert-butyldimethylsilyloxy)methyl)-1,2,3,4-tetrahydroisoquinoline). Yields the product [Si](C)(C)(C(C)(C)C)OC[C@H]1N(CC2=CC=CC=C2C1)C(=O)C=1C=C(C(=O)OC)C=CC1C=1N(C=C(N1)C(N(CCCC)CCCC)=O)C (Methyl 3-((S)-3-((tert-butyldimethylsilyloxy)methyl)-1,2,3,4-tetrahydroisoquinoline-2-carbonyl)-4-(4-(dibutylcarbamoyl)-1-methyl-1H-imidazol-2-yl)benzoate). Yield: 87.5%. RXN SMILES: [CH2:1]([N:5]([CH2:27][CH2:28][CH2:29][CH3:30])[C:6]([C:8]1[N:9]=[C:10]([C:14]2[CH:22]=[CH:21][C:20]([C:23]([O:25][CH3:26])=[O:24])=[CH:19][C:15]=2[C:16]([OH:18])=O)[N:11]([CH3:13])[CH:12]=1)=[O:7])[CH2:2][CH2:3][CH3:4].[Si:31]([O:38][CH2:39][C@@H:40]1[CH2:49][C:48]2[C:43](=[CH:44][CH:45]=[CH:46][CH:47]=2)[CH2:42][NH:41]1)([C:34]([CH3:37])([CH3:36])[CH3:35])([CH3:33])[CH3:32]>>[Si:31]([O:38][CH2:39][C@@H:40]1[CH2:49][C:48]2[C:43](=[CH:44][CH:45]=[CH:46][CH:47]=2)[CH2:42][N:41]1[C:16]([C:15]1[CH:19]=[C:20]([CH:21]=[CH:22][C:14]=1[C:10]1[N:11]([CH3:13])[CH:12]=[C:8]([C:6](=[O:7])[N:5]([CH2:1][CH2:2][CH2:3][CH3:4])[CH2:27][CH2:28][CH2:29][CH3:30])[N:9]=1)[C:23]([O:25][CH3:26])=[O:24])=[O:18])([C:34]([CH3:37])([CH3:36])[CH3:35])([CH3:33])[CH3:32]. Procedure: Following a procedure analogous to that for the synthesis of Intermediate 271H, 2-(4-(dibutylcarbamoyl)-1-methyl-1H-imidazol-2-yl)-5-(methoxycarbonyl)benzoic acid (Intermediate 281B, 170 mg, 0.42 mmol) and (S)-3-((tert-butyldimethylsilyloxy)methyl)-1,2,3,4-tetrahydroisoquinoline (237 mg, 0.85 mmol) were converted to the title compound (248 mg, 87%). MS(ESI+) m/z 675 (M+H)+. Starting materials: C(CC(=O)OCC)(=O)OCC (diethyl malonate), [Mg] (Magnesium), BrC=1C(=C(C(=O)Cl)C=C(C1F)F)F (3-bromo-2,4,5-trifluorobenzoyl chloride), S(O)(O)(=O)=O (sulfuric acid). The solvent is C1(=CC=CC=C1)C (toluene), C(C)O (ethanol), C(C)O (ethanol), C(Cl)(Cl)(Cl)Cl (carbon tetrachloride), C1(=CC=CC=C1)C (toluene). Conditions: time 40 minute. Yields the product BrC=1C(=C(C(=O)C(C(=O)OCC)C(=O)OCC)C=C(C1F)F)F (Diethyl 3-bromo-2,4,5-trifluorobenzoylmalonate). Yield: 98.6%. As a reaction SMILES: [Mg].[C:2]([O:10][CH2:11][CH3:12])(=[O:9])[CH2:3][C:4]([O:6][CH2:7][CH3:8])=[O:5].[Br:13][C:14]1[C:15]([F:25])=[C:16]([CH:20]=[C:21]([F:24])[C:22]=1[F:23])[C:17](Cl)=[O:18].S(=O)(=O)(O)O>C1(C)C=CC=CC=1.C(O)C.C(Cl)(Cl)(Cl)Cl>[Br:13][C:14]1[C:15]([F:25])=[C:16]([CH:20]=[C:21]([F:24])[C:22]=1[F:23])[C:17]([CH:3]([C:4]([O:6][CH2:7][CH3:8])=[O:5])[C:2]([O:10][CH2:11][CH3:12])=[O:9])=[O:18]. Procedure details: Magnesium turnings (0.22 g) and carbon tetrachloride (0.1 ml) was added to absolute ethanol (1.5 ml). To the stirring suspension was added dropwise a solution of diethyl malonate (1.4 g) and absolute ethanol (2 ml) in toluene (6 ml) during 25 minutes at 50°-60° C. The mixture was stirred for 40 minutes, and then cooled. A solution of 3-bromo-2,4,5-trifluorobenzoyl chloride (2.27 g) in anhydrous toluene (3 ml) was added dropwise to the solution at -8°~-4.5° C. during 28 minutes. The mixture was s... Starting materials: C(C)OC(CC=1C=[N+](C=CC1)[O-])=O (3-(2-Ethoxy-2-oxoethyl)pyridine-1-oxide), ICC (iodoethane), CO (methanol). The solvent is C(Cl)(Cl)Cl (chloroform). The product is C(C)I.C(C)OC(CC=1C=[N+](C=CC1)[O-])=O (3-(2-ethoxy-2-oxoethyl)pyridine-1-oxide ethyl iodide). The yield is 59.0%. RXN SMILES: [CH2:1]([O:3][C:4](=[O:13])[CH2:5][C:6]1[CH:7]=[N+:8]([O-:12])[CH:9]=[CH:10][CH:11]=1)[CH3:2].[I:14][CH2:15][CH3:16].CO>C(Cl)(Cl)Cl>[CH2:15]([I:14])[CH3:16].[CH2:1]([O:3][C:4](=[O:13])[CH2:5][C:6]1[CH:7]=[N+:8]([O-:12])[CH:9]=[CH:10][CH:11]=1)[CH3:2] |f:4.5|. Procedure details: 3-(2-Ethoxy-2-oxoethyl)pyridine-1-oxide (I-67a: 4.8 g, 26.66 mmol) in iodoethane (7.67 mL, 95.99 mmol) was stirred at room temperature for 144 hours under nitrogen atmosphere. The reaction was monitored by TLC (10% methanol in chloroform). The reaction mass was concentrated under reduced pressure to afford 5.3 g of the crude product.